From a dataset of the Open Reaction Database (ORD), a public repository of structured organic reaction records. describe an organic reaction: reactants, conditions, products, and yield The reactants are ClC=1C=CC(=NC1)NC(C1=C(C=CC=C1)N)=O (N-(5-chloropyridin-2-yl)-2-aminobenzamide), C(=O)(OC(C)(C)C)N1CCC(C(=O)O)CC1 (Boc-isonipecotic acid), Cl.CN(CCCN=C=NCC)C (1-(3-dimethylaminopropyl)-3-ethylcarbodiimide hydrochloride). The solvent is CN(C=O)C (N,N-dimethylformamide). Run at time 15 hour. The product is ClC=1C=CC(=NC1)NC(C1=C(C=CC=C1)NC(=O)C1CCN(CC1)C(=O)OC(C)(C)C)=O (N-(5-Chloropyridin-2-yl)-2-[(1-Boc-piperidin-4-ylcarbonyl)amino]benzamide). Yield: 17.9%. Reaction SMILES: [Cl:1][C:2]1[CH:3]=[CH:4][C:5]([NH:8][C:9](=[O:17])[C:10]2[CH:15]=[CH:14][CH:13]=[CH:12][C:11]=2[NH2:16])=[N:6][CH:7]=1.[C:18]([N:25]1[CH2:33][CH2:32][CH:28]([C:29](O)=[O:30])[CH2:27][CH2:26]1)([O:20][C:21]([CH3:24])([CH3:23])[CH3:22])=[O:19].Cl.CN(C)CCCN=C=NCC>CN(C)C=O>[Cl:1][C:2]1[CH:3]=[CH:4][C:5]([NH:8][C:9](=[O:17])[C:10]2[CH:15]=[CH:14][CH:13]=[CH:12][C:11]=2[NH:16][C:29]([CH:28]2[CH2:32][CH2:33][N:25]([C:18]([O:20][C:21]([CH3:24])([CH3:23])[CH3:22])=[O:19])[CH2:26][CH2:27]2)=[O:30])=[N:6][CH:7]=1 |f:2.3|. Procedure details: To a stirred solution of N-(5-chloropyridin-2-yl)-2-aminobenzamide (0.5 g, 1.79 mmol) and Boc-isonipecotic acid (0.41 g, 1.79 mmol) in N,N-dimethylformamide (30 mL) was added 1-(3-dimethylaminopropyl)-3-ethylcarbodiimide hydrochloride (0.69 g, 3.58 mmol). After stirring for 15 h, the solvent was removed in vacuo. The residue was partitioned between ethyl acetate and water, and the layers separated. The organic phase was washed with saturated aqueous sodium chloride, dried (magnesium sulfate), fi...